From a dataset of the Open Reaction Database (ORD), a public repository of structured organic reaction records. describe an organic reaction: reactants, conditions, products, and yield Reactants: CNC(=O)N1CCN(S(=O)(=O)c2ccc(OCc3ccccc3C)cc2)C(C23OCC(C)(CO2)CO3)C1C, CCO, [H][H], [OH-], [OH-], [Pd+2]. Product: CNC(=O)N1CCN(S(=O)(=O)c2ccc(O)cc2)C(C23OCC(C)(CO2)CO3)C1C. RXN SMILES: [CH3:1][NH:2][C:3](=[O:4])[N:5]1[CH:6]([CH3:38])[CH:7]([C:29]23[O:30][CH2:31][C:32]([CH3:37])([CH2:33][O:34]2)[CH2:35][O:36]3)[N:8]([S:11](=[O:12])(=[O:13])[c:14]2[cH:15][cH:16][c:17]([O:20][CH2:21][c:22]3[cH:23][cH:24][cH:25][cH:26][c:27]3[CH3:28])[cH:18][cH:19]2)[CH2:9][CH2:10]1.[CH3:44][CH2:45][OH:46].[H:39][H:40].[OH-:41].[OH-:43].[Pd+2:42]>>[CH3:1][NH:2][C:3](=[O:4])[N:5]1[CH:6]([CH3:38])[CH:7]([C:29]23[O:30][CH2:31][C:32]([CH3:37])([CH2:33][O:34]2)[CH2:35][O:36]3)[N:8]([S:11](=[O:12])(=[O:13])[c:14]2[cH:15][cH:16][c:17]([OH:20])[cH:18][cH:19]2)[CH2:9][CH2:10]1.